This data is from the Open Reaction Database (ORD), a public repository of structured organic reaction records. The task is: describe an organic reaction: reactants, conditions, products, and yield Reactants: CCOP(=O)(C=Cc1cn(-c2ccccc2)nc1OCc1ccc(OCc2nc(-c3ccc(OC)c(C(=O)OC)c3)oc2C)c(OC)c1)OCC, CCO, Cl, [Na+], C1CCOC1, [OH-], O. Product: CCOP(=O)(C=Cc1cn(-c2ccccc2)nc1OCc1ccc(OCc2nc(-c3ccc(OC)c(C(=O)O)c3)oc2C)c(OC)c1)OCC. RXN SMILES: [CH2:1]([CH3:2])[O:3][P:4](=[O:5])([O:6][CH2:7][CH3:8])[CH:9]=[CH:10][c:11]1[c:12]([O:22][CH2:23][c:24]2[cH:25][c:26]([O:50][CH3:51])[c:27]([O:28][CH2:29][c:30]3[n:31][c:32](-[c:36]4[cH:37][cH:38][c:39]([O:46][CH3:47])[c:40]([C:41](=[O:42])[O:43][CH3:44])[cH:45]4)[o:33][c:34]3[CH3:35])[cH:48][cH:49]2)[n:13][n:14](-[c:16]2[cH:17][cH:18][cH:19][cH:20][cH:21]2)[cH:15]1.[CH3:61][CH2:62][OH:63].[ClH:59].[Na+:58].[O:52]1[CH2:53][CH2:54][CH2:55][CH2:56]1.[OH-:57].[OH2:60]>>[CH2:1]([CH3:2])[O:3][P:4](=[O:5])([O:6][CH2:7][CH3:8])[CH:9]=[CH:10][c:11]1[c:12]([O:22][CH2:23][c:24]2[cH:25][c:26]([O:50][CH3:51])[c:27]([O:28][CH2:29][c:30]3[n:31][c:32](-[c:36]4[cH:37][cH:38][c:39]([O:46][CH3:47])[c:40]([C:41](=[O:42])[OH:43])[cH:45]4)[o:33][c:34]3[CH3:35])[cH:48][cH:49]2)[n:13][n:14](-[c:16]2[cH:17][cH:18][cH:19][cH:20][cH:21]2)[cH:15]1. Starting materials: C(C)(=O)NCCN1C(=C(C=C1C)C=O)C (1-(2-acetylaminoethyl)-2,5-dimethylpyrrole-3-aldehyde), Cl.NO (hydroxylamine hydrochloride), N1=CC=CC=C1 (pyridine). The solvent is C1(=CC=CC=C1)C (toluene). The product is C(C)(=O)NCCN1C(=C(C=C1C)C#N)C (1-(2-Acetylaminoethyl)-2,5-dimethylpyrrole-3-carbonitrile). Reaction SMILES: [C:1]([NH:4][CH2:5][CH2:6][N:7]1[C:11]([CH3:12])=[CH:10][C:9]([CH:13]=O)=[C:8]1[CH3:15])(=[O:3])[CH3:2].Cl.NO.[N:19]1C=CC=CC=1>C1(C)C=CC=CC=1>[C:1]([NH:4][CH2:5][CH2:6][N:7]1[C:11]([CH3:12])=[CH:10][C:9]([C:13]#[N:19])=[C:8]1[CH3:15])(=[O:3])[CH3:2] |f:1.2|. Procedure details: 5.2 g (0.025 mol) of 1-(2-acetylaminoethyl)-2,5-dimethylpyrrole-3-aldehyde, 1.75 g (0.025 mol) of hydroxylamine hydrochloride and 2 ml (0.025 mol) of pyridine are heated under reflux in 25 ml of toluene for 1.5 hours. After the mixture has been concentrated, the residue is taken up in water, the mixture is extracted with methylene chloride and the product is recrystallized from toluene. The reactants are [Cl-].[NH4+] (ammonium chloride), C(=CCCCC)C=1NC2=CC=CC=C2C1 (2-hex-1-enyl-1H-indole), [OH-].[K+] (KOH), O1C(CCCC1=O)=O (Dihydro-pyran-2,6-dione). Solvent: C(C)(=O)OCC (ethyl acetate), CS(=O)C (DMSO). Conditions: time 30 minute. Product: C(=CCCCC)C=1N(C2=CC=CC=C2C1)C(CCCC(=O)O)=O (5-(2-Hex-1-enyl-indol-1-yl)-5-oxo-pentanoic acid). Reaction SMILES: [CH:1]([C:7]1[NH:8][C:9]2[C:14]([CH:15]=1)=[CH:13][CH:12]=[CH:11][CH:10]=2)=[CH:2][CH2:3][CH2:4][CH2:5][CH3:6].[OH-].[K+].[O:18]1[C:23](=[O:24])[CH2:22][CH2:21][CH2:20][C:19]1=[O:25].[Cl-].[NH4+]>CS(C)=O.C(OCC)(=O)C>[CH:1]([C:7]1[N:8]([C:23](=[O:24])[CH2:22][CH2:21][CH2:20][C:19]([OH:25])=[O:18])[C:9]2[C:14]([CH:15]=1)=[CH:13][CH:12]=[CH:11][CH:10]=2)=[CH:2][CH2:3][CH2:4][CH2:5][CH3:6] |f:1.2,4.5|. Reported procedure: To a solution of 2-hex-1-enyl-1H-indole in DMSO was added KOH at RT and this was stirred for 30 minutes. Dihydro-pyran-2,6-dione was added to the reaction mixture and stirred for 3 hours. The reaction was treated with saturated ammonium chloride and ethyl acetate. The product was purified by column chromatography. Starting materials: CC(OCC)=O (EA), COC=1N=C2C(=CC=NC2=CC1)C=O (6-methoxy-[1,5]naphthyridine-4-carbaldehyde), C[Si](C)(C)[N-][Si](C)(C)C.[K+] (KHMDS), CC(OCC)=O (EA). The solvent is 1,2-DME, O (water). Reaction conditions: temperature -60 celsius, time 2 hour. The product is O1CCOC12CCC(CC2)/C=C/C=2C=CN=C1C=CC(=NC21)OC (8-[(E)-2-(1,4-dioxa-spiro[4.5]dec-8-yl)-vinyl]-2-methoxy-[1,5]naphthyridine). RXN SMILES: [CH3:1][O:2][C:3]1[N:4]=[C:5]2[C:10](=[CH:11][CH:12]=1)[N:9]=[CH:8][CH:7]=[C:6]2[CH:13]=O.C[Si]([N-][Si](C)(C)C)(C)C.[K+].[CH3:25][C:26](=[O:30])[O:27][CH2:28][CH3:29]>O>[O:27]1[C:26]2([CH2:10][CH2:5][CH:6](/[CH:13]=[CH:13]/[C:6]3[CH:7]=[CH:8][N:9]=[C:10]4[C:5]=3[N:4]=[C:3]([O:2][CH3:1])[CH:12]=[CH:11]4)[CH2:7][CH2:25]2)[O:30][CH2:29][CH2:28]1 |f:1.2|. Procedure: A suspension of 6-methoxy-[1,5]naphthyridine-4-carbaldehyde (2.0 g, 10.6 mmol, prepared according to WO 2006/032466) and intermediate 16.ii (4.5 g, 12.3 mmol) in 1,2-DME (60 ml) was cooled to −60° C. KHMDS (0.5M in THF, 42 ml, 20.9 mmol) was added dropwise over 1 h. The resulting black solution was allowed to reach rt over 2 h. It was diluted with water (40 ml) and EA (200 ml). The yield after work up and chromatography (Hex/EA 1:1) was 2.47 g (71%; yellow oil).